This data is from the Open Reaction Database (ORD), a public repository of structured organic reaction records. The task is: describe an organic reaction: reactants, conditions, products, and yield The reactants are CC(=O)O, COC(=O)CC1Cc2ccc(NC(=O)OCc3ccccc3)cc2CN(C)C1=O. Yields the product COC(=O)CC1Cc2ccc(N)cc2CN(C)C1=O. RXN SMILES: [C:30]([OH:31])(=[O:32])[CH3:33].[CH2:1]([O:2][C:3](=[O:4])[NH:11][c:12]1[cH:13][c:14]2[c:15]([cH:28][cH:29]1)[CH2:16][CH:17]([CH2:23][C:24](=[O:25])[O:26][CH3:27])[C:18](=[O:22])[N:19]([CH3:21])[CH2:20]2)[c:5]1[cH:6][cH:7][cH:8][cH:9][cH:10]1>>[NH2:11][c:12]1[cH:13][c:14]2[c:15]([cH:28][cH:29]1)[CH2:16][CH:17]([CH2:23][C:24](=[O:25])[O:26][CH3:27])[C:18](=[O:22])[N:19]([CH3:21])[CH2:20]2. The reactants are OB1OC(C2=C1C=C(C=C2)NC([C@@H](CCC2=CC=C(C=C2)C(F)(F)F)NC(OC(C)(C)C)=O)=O)(C)C ((R)-tert-butyl 1-(1-hydroxy-3,3-dimethyl-1,3-dihydrobenzo[c][1,2]oxaborol-6-ylamino)-1-oxo-4-(4-(trifluoromethyl)phenyl)butan-2-ylcarbamate). Solvent: Cl.CCOC(=O)C (HCl EtOAc). Yields the product N[C@@H](C(=O)NC=1C=CC2=C(B(OC2(C)C)O)C1)CCC1=CC=C(C=C1)C(F)(F)F ((R)-2-amino-N-(1-hydroxy-3,3-dimethyl-1,3-dihydrobenzo[c][1,2]oxaborol-6-yl)-4-(4-(trifluoromethyl)phenyl)butanamide). The yield is 96.7%. RXN SMILES: [OH:1][B:2]1[C:6]2[CH:7]=[C:8]([NH:11][C:12](=[O:34])[C@H:13]([NH:26]C(=O)OC(C)(C)C)[CH2:14][CH2:15][C:16]3[CH:21]=[CH:20][C:19]([C:22]([F:25])([F:24])[F:23])=[CH:18][CH:17]=3)[CH:9]=[CH:10][C:5]=2[C:4]([CH3:36])([CH3:35])[O:3]1>Cl.CCOC(C)=O>[NH2:26][C@H:13]([CH2:14][CH2:15][C:16]1[CH:17]=[CH:18][C:19]([C:22]([F:24])([F:25])[F:23])=[CH:20][CH:21]=1)[C:12]([NH:11][C:8]1[CH:9]=[CH:10][C:5]2[C:4]([CH3:36])([CH3:35])[O:3][B:2]([OH:1])[C:6]=2[CH:7]=1)=[O:34] |f:1.2|. Reported procedure: (R)-tert-butyl 1-(1-hydroxy-3,3-dimethyl-1,3-dihydrobenzo[c][1,2]oxaborol-6-ylamino)-1-oxo-4-(4-(trifluoromethyl)phenyl)butan-2-ylcarbamate (1.44 g, 2.844 mmol) was stirred with 4.4 M HCl/EtOAc (10 mL) at room temperature for 30 min. The solution was evaporated to dryness under vacuum to produce (R)-2-amino-N-(1-hydroxy-3,3-dimethyl-1,3-dihydrobenzo[c][1,2]oxaborol-6-yl)-4-(4-(trifluoromethyl)phenyl)butanamide (CLXIX) as a light orange solid (1.22 g, 2.75 mmol, 97% yield). 1H NMR (DMSO-d6) δ ppm... Reactants: BrC1=C(C(=O)O)C=C(C=C1)OC (2-bromo-5-methoxybenzoic acid), C(CCC)[Li] (n-butyllithium), COC1=C(C(=O)N(C)OC)C=C(C=C1)OC (2,5-dimethoxy-N-methoxy-N-methylbenzamide). Product: COC1=C(C(=O)C2=C(C(=O)O)C=C(C=C2)OC)C=C(C=C1)OC (2-(2,5-dimethoxybenzoyl)-5-methoxybenzoic acid). Reaction SMILES: Br[C:2]1[CH:10]=[CH:9][C:8]([O:11][CH3:12])=[CH:7][C:3]=1[C:4]([OH:6])=[O:5].C([Li])CCC.[CH3:18][O:19][C:20]1[CH:31]=[CH:30][C:29]([O:32][CH3:33])=[CH:28][C:21]=1[C:22](N(OC)C)=[O:23]>>[CH3:18][O:19][C:20]1[CH:31]=[CH:30][C:29]([O:32][CH3:33])=[CH:28][C:21]=1[C:22]([C:2]1[CH:10]=[CH:9][C:8]([O:11][CH3:12])=[CH:7][C:3]=1[C:4]([OH:6])=[O:5])=[O:23]. Procedure: This compound is synthesized according to the method described in 3.2. by reacting 2-bromo-5-methoxybenzoic acid pretreated with n-butyllithium with 2,5-dimethoxy-N-methoxy-N-methylbenzamide. It is crystallized from diisopropyl ether. Reactants: O (water), C(C)S (ethanethiol), B(F)(F)F.CCOCC (boron trifluoride etherate), C(C1=CC=CC=C1)OC1=C(C=CC2=CC=CC=C12)CC#CCCCC(=O)OC (methyl 7-(1-benzyloxy-2-naphthyl)-5-heptynoate). The solvent is C(Cl)Cl (methylene chloride), CCOCC (ether). Reaction conditions: time 1.5 hour. Yields the product OC1=C(C=CC2=CC=CC=C12)CC#CCCCC(=O)OC (Methyl 7-(1-hydroxy-2-naphthyl)-5-heptynoate). Isolated yield 64.3%. RXN SMILES: C(S)C.B(F)(F)F.CCOCC.C([O:20][C:21]1[C:30]2[C:25](=[CH:26][CH:27]=[CH:28][CH:29]=2)[CH:24]=[CH:23][C:22]=1[CH2:31][C:32]#[C:33][CH2:34][CH2:35][CH2:36][C:37]([O:39][CH3:40])=[O:38])C1C=CC=CC=1.O>C(Cl)Cl.CCOCC>[OH:20][C:21]1[C:30]2[C:25](=[CH:26][CH:27]=[CH:28][CH:29]=2)[CH:24]=[CH:23][C:22]=1[CH2:31][C:32]#[C:33][CH2:34][CH2:35][CH2:36][C:37]([O:39][CH3:40])=[O:38] |f:1.2|. Procedure details: A solution of ethanethiol (12.0 mL, 0.162 mole) and boron trifluoride etherate (6.0 mL, 0.049 mole) was stirred at room temperature. A solution of methyl 7-(1-benzyloxy-2-naphthyl)-5-heptynoate (2.05 g. 0.006 mole) in methylene chloride (8 mL) was added and the mixture was stirred for 1.5 hours, then poured into water. The crude product was isolated by extraction with ether, and chromatographed with 2:1 ether/hexane. The title compound (1.09 g, 71%) was obtained as a colorless oil. Mass spectrum...